From a dataset of the Open Reaction Database (ORD), a public repository of structured organic reaction records. describe an organic reaction: reactants, conditions, products, and yield Reactants: N (ammonia), C(C)O (ethanol), BrC=1C=CC(=C(C1)NC(C(C)O[Si](C)(C)C(C)(C)C)=O)C=O (N-(5-bromo-2-formyl-phenyl)-2-(tert-butyl-dimethyl-silanyloxy)-propionamide), N (ammonia), C(C)O (ethanol), BrC=1C=CC(=C(C1)NC(C(C)O[Si](C)(C)C(C)(C)C)=O)C=O (N-(5-bromo-2-formyl-phenyl)-2-(tert-butyl-dimethyl-silanyloxy)-propionamide). Reaction conditions: temperature 150 celsius. The product is BrC1=CC=C2C=NC(=NC2=C1)C(C)O[Si](C)(C)C(C)(C)C (7-Bromo-2-[1-(tert-butyl-dimethyl-silanyloxy)-ethyl]-quinazoline). Isolated yield 94.0%. RXN SMILES: [NH3:1].C(O)C.[Br:5][C:6]1[CH:7]=[CH:8][C:9]([CH:25]=O)=[C:10]([NH:12][C:13](=O)[CH:14]([O:16][Si:17]([C:20]([CH3:23])([CH3:22])[CH3:21])([CH3:19])[CH3:18])[CH3:15])[CH:11]=1>>[Br:5][C:6]1[CH:11]=[C:10]2[C:9]([CH:25]=[N:1][C:13]([CH:14]([O:16][Si:17]([C:20]([CH3:23])([CH3:22])[CH3:21])([CH3:19])[CH3:18])[CH3:15])=[N:12]2)=[CH:8][CH:7]=1. Procedure details: A solution of ammonia in ethanol (2 M, 14 mL, 28 mmol) was added to N-(5-bromo-2-formyl-phenyl)-2-(tert-butyl-dimethyl-silanyloxy)-propionamide (0.5 g, 1.36 mmol). The mixture was heated in a microwave reactor at 150° C. for 2 h. A second solution of ammonia in ethanol (2 M, 14 mL, 28 mmol) was added to N-(5-bromo-2-formyl-phenyl)-2-(tert-butyl-dimethyl-silanyloxy)-propionamide (1.0 g, 2.72 mmol). The mixture was heated in a microwave reactor at 150° C. for 2 h. The two resultant solutions were ... Reactants: O=C([O-])[O-], Cc1ccccc1, CCO, O=C1C(CCC(O)c2ccc(F)cc2)C(c2ccc(OS(=O)(=O)C(F)(F)F)cc2)N1c1ccc(F)cc1, [K+], [K+], O, OB(O)c1ccc(O)cc1, c1ccc(P(c2ccccc2)(c2ccccc2)[Pd](P(c2ccccc2)(c2ccccc2)c2ccccc2)(P(c2ccccc2)(c2ccccc2)c2ccccc2)P(c2ccccc2)(c2ccccc2)c2ccccc2)cc1. Yields the product O=C1C(CCC(O)c2ccc(F)cc2)C(c2ccc(-c3ccc(O)cc3)cc2)N1c1ccc(F)cc1. Reaction SMILES: [C:38](=[O:39])([O-:40])[O-:41].[CH3:54][c:55]1[cH:56][cH:57][cH:58][cH:59][cH:60]1.[CH3:61][CH2:62][OH:63].[F:1][C:2]([F:3])([F:4])[S:5]([O:6][c:7]1[cH:8][cH:9][c:10]([CH:13]2[N:14]([c:29]3[cH:30][cH:31][c:32]([F:35])[cH:33][cH:34]3)[C:15](=[O:28])[CH:16]2[CH2:17][CH2:18][CH:19]([OH:20])[c:21]2[cH:22][cH:23][c:24]([F:27])[cH:25][cH:26]2)[cH:11][cH:12]1)(=[O:36])=[O:37].[K+:42].[K+:43].[OH2:64].[OH:44][c:45]1[cH:46][cH:47][c:48]([B:51]([OH:52])[OH:53])[cH:49][cH:50]1.[cH:65]1[cH:66][cH:67][c:68]([P:69]([Pd:70]([P:71]([c:72]2[cH:73][cH:74][cH:75][cH:76][cH:77]2)([c:78]2[cH:79][cH:80][cH:81][cH:82][cH:83]2)[c:84]2[cH:85][cH:86][cH:87][cH:88][cH:89]2)([P:90]([c:91]2[cH:92][cH:93][cH:94][cH:95][cH:96]2)([c:97]2[cH:98][cH:99][cH:100][cH:101][cH:102]2)[c:103]2[cH:104][cH:105][cH:106][cH:107][cH:108]2)[P:109]([c:110]2[cH:111][cH:112][cH:113][cH:114][cH:115]2)([c:116]2[cH:117][cH:118][cH:119][cH:120][cH:121]2)[c:122]2[cH:123][cH:124][cH:125][cH:126][cH:127]2)([c:128]2[cH:129][cH:130][cH:131][cH:132][cH:133]2)[c:134]2[cH:135][cH:136][cH:137][cH:138][cH:139]2)[cH:140][cH:141]1>>[c:7]1(-[c:48]2[cH:47][cH:46][c:45]([OH:44])[cH:50][cH:49]2)[cH:8][cH:9][c:10]([CH:13]2[N:14]([c:29]3[cH:30][cH:31][c:32]([F:35])[cH:33][cH:34]3)[C:15](=[O:28])[CH:16]2[CH2:17][CH2:18][CH:19]([OH:20])[c:21]2[cH:22][cH:23][c:24]([F:27])[cH:25][cH:26]2)[cH:11][cH:12]1. The reactants are COCCOCC(C)(C)c1ccc(NC(C)=O)cc1[N+](=O)[O-], CO. Yields the product COCCOCC(C)(C)c1ccc(NC(C)=O)cc1N. Reaction SMILES: [CH3:1][O:2][CH2:3][CH2:4][O:5][CH2:6][C:7]([CH3:8])([CH3:9])[c:10]1[c:11]([N+:20]([O-:21])=[O:22])[cH:12][c:13]([NH:16][C:17]([CH3:18])=[O:19])[cH:14][cH:15]1.[CH3:23][OH:24]>>[CH3:1][O:2][CH2:3][CH2:4][O:5][CH2:6][C:7]([CH3:8])([CH3:9])[c:10]1[c:11]([NH2:20])[cH:12][c:13]([NH:16][C:17]([CH3:18])=[O:19])[cH:14][cH:15]1. The reactants are C(C)/C(/C=C/CO)=C\CC ((E,E)-4-ethyl-2,4-heptadien-1-ol), C(C)(=O)OC(C)=O (acetic anhydride). The solvent is N1=CC=CC=C1 (pyridine). Reaction conditions: time 2 hour. Yields the product C(C)(=O)OC\C=C\C(=C\CC)\CC ((E,E)-1-acetoxy-4-ethyl-2,4-heptadiene). Yield: 74.3%. Reaction SMILES: [CH2:1](/[C:3](=[CH:8]\[CH2:9][CH3:10])/[CH:4]=[CH:5]/[CH2:6][OH:7])[CH3:2].[C:11](OC(=O)C)(=[O:13])[CH3:12]>N1C=CC=CC=1>[C:11]([O:7][CH2:6]/[CH:5]=[CH:4]/[C:3](/[CH2:1][CH3:2])=[CH:8]/[CH2:9][CH3:10])(=[O:13])[CH3:12]. Procedure details: To a solution of (E,E)-4-ethyl-2,4-heptadien-1-ol (10.1 g) in pyridine (29 g) at 0° C. was added dropwise acetic anhydride (22.2 g). After two hours at room temperature, the reaction mixture was evaporated in vacuo. The residue was diluted with ethyl acetate, washed with 0.5N hydrochloric acid and brine, dried over anhydrous magnesium sulfate, and evaporated in vacuo. The residue was chromatographed on silica gel (5% ethyl acetate in hexane) to give (E,E)-1-acetoxy-4-ethyl-2,4-heptadiene (9.75 g... Starting materials: O1C(CCCC1)N1C=NC2=C1C=CC(=C2)C=NC (N-((1-(tetrahydro-2H-pyran-2-yl)-1H-benzo[d]imidazol-5-yl)methylene)-methanamine), [BH4-].[Na+] (NaBH4). The solvent is CO (MeOH). Reaction conditions: time 8 hour. The product is CNCC1=CC2=C(N(C=N2)C2OCCCC2)C=C1 (N-methyl-1-(1-(tetrahydro-2H-pyran-2-yl)-1H-benzo[d]imidazol-5-yl)methanamine). Yield: 87.3%. RXN SMILES: [O:1]1[CH2:6][CH2:5][CH2:4][CH2:3][CH:2]1[N:7]1[C:11]2[CH:12]=[CH:13][C:14]([CH:16]=[N:17][CH3:18])=[CH:15][C:10]=2[N:9]=[CH:8]1.[BH4-].[Na+]>CO>[CH3:18][NH:17][CH2:16][C:14]1[CH:13]=[CH:12][C:11]2[N:7]([CH:2]3[CH2:3][CH2:4][CH2:5][CH2:6][O:1]3)[CH:8]=[N:9][C:10]=2[CH:15]=1 |f:1.2|. Procedure details: To a solution of 66 (1.0 g, 4.11 mmol) in MeOH (10 mL) cooled to 0° C. was added NaBH4 (300 mg, 8.23 mmol). After stirring at RT overnight, the mixture was quenched with water (3 mL) and extracted with DCM (3×50 mL). The organic layers were separated, washed with brine, dried (MgSO4), filtered and concentrated in vacuo to afford 880 mg (66%) of N-methyl-1-(1-(tetrahydro-2H-pyran-2-yl)-1H-benzo[d]imidazol-5-yl)methanamine (68) as yellow oil: MS (ESI) m/z=246.2 [M+1]+. Starting materials: CCCOC1CCC(N2CCC(Nc3cc(C)ccc3[N+](=O)[O-])CC2)CC1, CCO, NN, O. The product is CCCOC1CCC(N2CCC(Nc3cc(C)ccc3N)CC2)CC1. RXN SMILES: [CH3:1][c:2]1[cH:3][cH:4][c:5]([N+:25]([O-:26])=[O:27])[c:6]([NH:8][CH:9]2[CH2:10][CH2:11][N:12]([CH:15]3[CH2:16][CH2:17][CH:18]([O:21][CH2:22][CH2:23][CH3:24])[CH2:19][CH2:20]3)[CH2:13][CH2:14]2)[cH:7]1.[CH3:31][CH2:32][OH:33].[NH2:29][NH2:30].[OH2:28]>>[CH3:1][c:2]1[cH:3][cH:4][c:5]([NH2:25])[c:6]([NH:8][CH:9]2[CH2:10][CH2:11][N:12]([CH:15]3[CH2:16][CH2:17][CH:18]([O:21][CH2:22][CH2:23][CH3:24])[CH2:19][CH2:20]3)[CH2:13][CH2:14]2)[cH:7]1.